describe an organic reaction: reactants, conditions, products, and yield From a dataset of the Open Reaction Database (ORD), a public repository of structured organic reaction records. Starting materials: C(C)#N (acetonitrile), [H-].[Na+] (sodium hydride), BrC1=CC=CC(=N1)C(=O)OCC (ethyl 6-bromopyridine-2-carboxylate). Run in C1CCOC1 (THF). Reaction conditions: time 30 minute. The product is BrC1=CC=CC(=N1)C(CC#N)=O (3-(6-bromo-2-pyridyl)-3-oxo-propanenitrile). Isolated yield 58.5%. As a reaction SMILES: [H-].[Na+].[C:3](#[N:5])[CH3:4].[Br:6][C:7]1[N:12]=[C:11]([C:13]([O:15]CC)=O)[CH:10]=[CH:9][CH:8]=1>C1COCC1>[Br:6][C:7]1[N:12]=[C:11]([C:13](=[O:15])[CH2:4][C:3]#[N:5])[CH:10]=[CH:9][CH:8]=1 |f:0.1|. Procedure: To a suspension of sodium hydride (0.6 g, 60% in oil, 15.7 mmol) in anhydrous THF (70 mL) was added dropwise anhydrous acetonitrile (1.02 mL, 19.6 mmol). The mixture was stirred for about 30 min at rt and then ethyl 6-bromopyridine-2-carboxylate (3.00 g, 13.0 mmol, Apollo Scientific) was added. Subsequently, the resulting mixture was heated under reflux, for about 2 h. After cooling to rt, the volatiles were removed in vacuo and to the residue was added saturated aqueous ammonium chloride (150 m...